From a dataset of the Open Reaction Database (ORD), a public repository of structured organic reaction records. describe an organic reaction: reactants, conditions, products, and yield Starting materials: NCC(=O)N[C@@H]1[C@@H](C[C@@H](CC1)N(C(OC(C)(C)C)=O)C(C)C)CO (tert-butyl(1R,3R,4S)-4-(2-aminoacetamido)-3-(hydroxymethyl)cyclohexyl-(isopropyl)carbamate), FC(C=1C=C(C(=O)O)C=CC1)(F)F (3-Trifluoromethyl-benzoic acid), ClC(=O)OCC(C)C (isobutyl chloroformate), CN1CCOCC1 (N-methylmorpholine). The solvent is C1CCOC1 (THF), O (water), C1CCOC1 (THF). Run at time 5 minute. Product: OC[C@@H]1C[C@@H](CC[C@@H]1NC(CNC(C1=CC(=CC=C1)C(F)(F)F)=O)=O)N(C(OC(C)(C)C)=O)C(C)C (tert-butyl(1R,3R,4S)-3-(hydroxymethyl)-4-(2-(3-(trifluoromethyl)-benzamido)acetamido)cyclohexyl(isopropyl)carbamate). The yield is 93.6%. RXN SMILES: [F:1][C:2]([F:13])([F:12])[C:3]1[CH:4]=[C:5]([CH:9]=[CH:10][CH:11]=1)[C:6]([OH:8])=O.CN1CCOCC1.ClC(OCC(C)C)=O.[NH2:29][CH2:30][C:31]([NH:33][C@H:34]1[CH2:39][CH2:38][C@@H:37]([N:40]([CH:48]([CH3:50])[CH3:49])[C:41](=[O:47])[O:42][C:43]([CH3:46])([CH3:45])[CH3:44])[CH2:36][C@H:35]1[CH2:51][OH:52])=[O:32]>C1COCC1.O>[OH:52][CH2:51][C@H:35]1[C@@H:34]([NH:33][C:31](=[O:32])[CH2:30][NH:29][C:6](=[O:8])[C:5]2[CH:9]=[CH:10][CH:11]=[C:3]([C:2]([F:1])([F:13])[F:12])[CH:4]=2)[CH2:39][CH2:38][C@@H:37]([N:40]([CH:48]([CH3:50])[CH3:49])[C:41](=[O:47])[O:42][C:43]([CH3:44])([CH3:45])[CH3:46])[CH2:36]1. Procedure details: A solution of 3-Trifluoromethyl-benzoic acid (0.55 g, 0.0029 mol) in THF was cooled in an ice bath and treated with N-methylmorpholine (0.3 g, 0.003 mol) and then drop-wise with isobutyl chloroformate (0.39 g, 0.0029 mol). The resulting mixture was stirred for 5 min and then treated with a solution of tert-butyl(1R,3R,4S)-4-(2-aminoacetamido)-3-(hydroxymethyl)cyclohexyl-(isopropyl)carbamate (2.8 g, 0.01 mol) in THF. The resulting mixture was stirred for 30 minutes and then diluted with water and... Yield: 93.9%. As a reaction SMILES: [C:1](=[O:4])([O-])[O-:2].[K+].[K+].Cl[CH:8]([CH2:14][S:15]([C:18]1[CH:23]=[CH:22][CH:21]=[CH:20][CH:19]=1)(=[O:17])=[O:16])[C:9]([F:13])=C(F)F.[CH3:24]O>>[F:13][C:9](=[CH:8][CH2:14][S:15]([C:18]1[CH:23]=[CH:22][CH:21]=[CH:20][CH:19]=1)(=[O:16])=[O:17])[C:1]([O:2][CH3:24])=[O:4] |f:0.1.2|. Yields the product FC(C(=O)OC)=CCS(=O)(=O)C1=CC=CC=C1 (methyl 2-fluoro-4-phenylsulfonyl-2butenoate). Procedure: Potassium carbonate (6.0 g, 43.5 mmol) was added to a solution of 3.0 g (10.5 mmol) 3-chloro-4-phenylsulfonyl-1,1,2-trifluoro-1-butene in 30 mL methanol at room temperature in a 100 mL round-bottom flask. The resulting mixture was stirred for 12 hours at room temperature. After removal of solvent in vacuo, the residue was partitioned between 50 mL diethyl ether and 50 mL 10% aqueous hydrochloric acid. The whole mixture was stirred for one hour at room temperature. The ether layer was washed once... Starting materials: C([O-])([O-])=O.[K+].[K+] (Potassium carbonate), ClC(C(=C(F)F)F)CS(=O)(=O)C1=CC=CC=C1 (3-chloro-4-phenylsulfonyl-1,1,2-trifluoro-1-butene), CO (methanol). Run at time 12 hour. The reactants are CC=1C=C(C=C(C1)C)C1=CC2=C(N=C(N=C2)N)N=C1N (6-(3,5-Dimethyl-phenyl)-pyrido[2,3-d]pyrimidine-2,7-diamine), C(C)(C)(C)N=C=O (tert-butyl isocyanate). Yields the product NC=1N=CC2=C(N1)N=C(C(=C2)C2=CC(=CC(=C2)C)C)NC(=O)NC(C)(C)C (1-[2-Amino-6-(3,5-dimethyl-phenyl)-pyrido[2,3-d]pyrimidin-7-yl]-3-tert-butyl-urea). Reaction SMILES: [CH3:1][C:2]1[CH:3]=[C:4]([C:9]2[C:19]([NH2:20])=[N:18][C:12]3[N:13]=[C:14]([NH2:17])[N:15]=[CH:16][C:11]=3[CH:10]=2)[CH:5]=[C:6]([CH3:8])[CH:7]=1.[C:21]([N:25]=[C:26]=[O:27])([CH3:24])([CH3:23])[CH3:22]>>[NH2:17][C:14]1[N:15]=[CH:16][C:11]2[CH:10]=[C:9]([C:4]3[CH:3]=[C:2]([CH3:1])[CH:7]=[C:6]([CH3:8])[CH:5]=3)[C:19]([NH:20][C:26]([NH:25][C:21]([CH3:24])([CH3:23])[CH3:22])=[O:27])=[N:18][C:12]=2[N:13]=1. Procedure details: The title compound was prepared from 0.3 g of 6-(3,5-dimethyl-phenyl)-pyrido[2,3-d]pyrimidine-2,7-diamine from Example 94 and 0.14 mL of tert-butyl isocyanate according to Example 2. The product is purified by MPLC eluting with 1:1 CHCl3 :EtOAc; mp 180°-182° C., CIMS (1% ammonia in methane): m/z (relative intensity) 365 (MH+ +1, 16), 366 (MH+ +2, 3), 84 (100). The reactants are F[B-](F)(F)F.N1(N=NC2=C1C=CC=C2)OC(=[N+](C)C)N(C)C (N-[(1H-1,2,3-benzotriazol-1-yloxy)(dimethylamino)methylene]-N-methylmethanaminium tetrafluoroborate), C(C)(C)N(CC)C(C)C (diisopropylethylamine), C(C)NCCC1=NC=CC=C1 (N-Ethyl-N-(2-pyridin-2-ylethyl)amine), OC1=CC=C(C=C1)CCC(=O)O (3-(4-hydroxyphenyl)-propanoic acid). Solvent: CN(C=O)C (dimethylformamide), CCOC(=O)C (EtOAc). Conditions: temperature 0 celsius, time 8 hour. Product: C(C)N(C(CCC1=CC=C(C=C1)O)=O)CCC1=NC=CC=C1 (N-ethyl-3-(4 hydroxyphenyl)-N-(2-pyridin-2-ylethyl)propanamide). The yield is 102.0%. RXN SMILES: [CH2:1]([NH:3][CH2:4][CH2:5][C:6]1[CH:11]=[CH:10][CH:9]=[CH:8][N:7]=1)[CH3:2].[OH:12][C:13]1[CH:18]=[CH:17][C:16]([CH2:19][CH2:20][C:21](O)=[O:22])=[CH:15][CH:14]=1.F[B-](F)(F)F.N1(OC(N(C)C)=[N+](C)C)C2C=CC=CC=2N=N1.C(N(C(C)C)CC)(C)C>CN(C)C=O.CCOC(C)=O>[CH2:1]([N:3]([CH2:4][CH2:5][C:6]1[CH:11]=[CH:10][CH:9]=[CH:8][N:7]=1)[C:21](=[O:22])[CH2:20][CH2:19][C:16]1[CH:17]=[CH:18][C:13]([OH:12])=[CH:14][CH:15]=1)[CH3:2] |f:2.3|. Reported procedure: N-Ethyl-N-(2-pyridin-2-ylethyl)amine (0.5 g, 3.32 mmol) and 3-(4-hydroxyphenyl)-propanoic acid (0.50 g, 3.00 mmol) was dissolved in dimethylformamide (5 ml) and cooled to 0° C. N-[(1H-1,2,3-benzotriazol-1-yloxy)(dimethylamino)methylene]-N-methylmethanaminium tetrafluoroborate (1.18 g, 3.66 mmol) and diisopropylethylamine (0.90 g, 7.0 mmol) were added and the solution was warmed to room temperature and stirred overnight. EtOAc (15 ml) was added and the organic phase was washed with two portions o... Reactants: Cl.C(C)(=O)OCC (Hydrochloric acid ethyl acetate), C(CCCCCCCCCCCCCCCCCCCC)C1=NC2=C(N1CCN(C)C)C=CC=C2 (2-(2-henicosyl-1H-benzimidazol-1-yl)-N,N-dimethyl-1-ethanamine). Run in C(C)(=O)OCC (ethyl acetate). Reaction conditions: time 30 minute. Yields the product Cl.C(CCCCCCCCCCCCCCCCCCCC)C1=NC2=C(N1CCN(C)C)C=CC=C2 (2-(2-Henicosyl-1H-benzimidazol-1-yl)-N,N-dimethyl-1-ethanamine monohydrochloride). Reaction SMILES: [ClH:1].C(OCC)(=O)C.[CH2:8]([C:29]1[N:33]([CH2:34][CH2:35][N:36]([CH3:38])[CH3:37])[C:32]2[CH:39]=[CH:40][CH:41]=[CH:42][C:31]=2[N:30]=1)[CH2:9][CH2:10][CH2:11][CH2:12][CH2:13][CH2:14][CH2:15][CH2:16][CH2:17][CH2:18][CH2:19][CH2:20][CH2:21][CH2:22][CH2:23][CH2:24][CH2:25][CH2:26][CH2:27][CH3:28]>C(OCC)(=O)C>[ClH:1].[CH2:8]([C:29]1[N:33]([CH2:34][CH2:35][N:36]([CH3:37])[CH3:38])[C:32]2[CH:39]=[CH:40][CH:41]=[CH:42][C:31]=2[N:30]=1)[CH2:9][CH2:10][CH2:11][CH2:12][CH2:13][CH2:14][CH2:15][CH2:16][CH2:17][CH2:18][CH2:19][CH2:20][CH2:21][CH2:22][CH2:23][CH2:24][CH2:25][CH2:26][CH2:27][CH3:28] |f:0.1,4.5|. Procedure: 4N Hydrochloric acid/ethyl acetate solution (1.44 ml) was added to a solutior containing 2-(2-henicosyl-1H-benzimidazol-1-yl)-N,N-dimethyl-1-ethanamine (2.580 g) in ethyl acetate (26 ml). After being stirred for 30 minutes at room temperature, the reaction mixture was concentrated. The residue was recrystallized with the mixed solution of ethyl acetate-ethanol, thereby yielding the entitled compound (2.269 g) as white crystals. Reactants: CN(C)c1cc(CO)cc(C(C)(C)O[SiH2]C(C)(C)C)c1, O=C([O-])O, ClCCl, [Na+]. Product: CN(C)c1cc(C=O)cc(C(C)(C)O[SiH2]C(C)(C)C)c1. As a reaction SMILES: [C:1]([CH3:2])([CH3:3])([CH3:4])[SiH2:5][O:6][C:7]([c:8]1[cH:9][c:10]([CH2:17][OH:18])[cH:11][c:12]([N:14]([CH3:15])[CH3:16])[cH:13]1)([CH3:19])[CH3:20].[C:21](=[O:22])([OH:23])[O-:24].[CH2:26]([Cl:27])[Cl:28].[Na+:25]>>[C:1]([CH3:2])([CH3:3])([CH3:4])[SiH2:5][O:6][C:7]([c:8]1[cH:9][c:10]([CH:17]=[O:18])[cH:11][c:12]([N:14]([CH3:15])[CH3:16])[cH:13]1)([CH3:19])[CH3:20]. Starting materials: Cl (hydrochloric acid), ClC1=C(OC=2C=CC(=C(C(=O)O)C2)[N+](=O)[O-])C=CC(=C1)Cl (5-(2,4-dichlorophenoxy)-2-nitrobenzoic acid), [Sn] (tin). Solvent: C(C)O (Ethanol). The product is Cl.NC1=C(C(=O)O)C=C(C=C1)OC1=C(C=C(C=C1)Cl)Cl (2-amino-5-(2,4-dichlorophenoxy)benzoic acid hydrochloride). The yield is 74.5%. RXN SMILES: Cl.[Cl:2][C:3]1[CH:21]=[C:20]([Cl:22])[CH:19]=[CH:18][C:4]=1[O:5][C:6]1[CH:7]=[CH:8][C:9]([N+:15]([O-])=O)=[C:10]([CH:14]=1)[C:11]([OH:13])=[O:12].[Sn]>C(O)C>[ClH:2].[NH2:15][C:9]1[CH:8]=[CH:7][C:6]([O:5][C:4]2[CH:18]=[CH:19][C:20]([Cl:22])=[CH:21][C:3]=2[Cl:2])=[CH:14][C:10]=1[C:11]([OH:13])=[O:12] |f:4.5,^3:22|. Procedure details: Concentrated hydrochloric acid (100 ml) was added dropwise to a mixture of 5-(2,4-dichlorophenoxy)-2-nitrobenzoic acid (10 g) and granulated tin (20 g) cooled to 10°-15° C. The mixture was then heated to 60°-70° C. for 1 hour. Ethanol (100 ml) was added and the mixture heated for a further 2 hours at 60°-70° C. The precipitate was collected and recrystallised from ethanol to give the hydrochloride (3.8 g) with a melting point of 166°-168° C. with decomposition. Product: CC(O)c1ccnc2ccccc12. Reaction SMILES: [CH3:13][Li:14].[n:1]1[cH:2][cH:3][c:4]([CH:11]=[O:12])[c:5]2[cH:6][cH:7][cH:8][cH:9][c:10]12>>[n:1]1[cH:2][cH:3][c:4]([CH:11]([OH:12])[CH3:13])[c:5]2[cH:6][cH:7][cH:8][cH:9][c:10]12. Starting materials: [Li]C, O=Cc1ccnc2ccccc12. Reaction SMILES: [CH2:15]([CH2:16][CH2:17][CH2:18][OH:19])[OH:20].[CH3:36][C:37](=[O:38])[OH:39].[CH3:40][CH2:41][O:42][C:43](=[O:44])[CH3:45].[CH:21]1([N:22]=[C:23]=[N:24][CH:25]2[CH2:26][CH2:27][CH2:28][CH2:29][CH2:30]2)[CH2:31][CH2:32][CH2:33][CH2:34][CH2:35]1.[s:1]1[cH:2][c:3](-[c:6]2[n:7][n:8][n:9][n:10]2[CH2:11][C:12](=[O:13])[OH:14])[cH:4][cH:5]1>>[s:1]1[cH:2][c:3](-[c:6]2[n:7][n:8][n:9][n:10]2[CH2:11][C:12]([O:13][CH2:15][CH2:16][CH2:17][CH2:18][OH:19])=[O:14])[cH:4][cH:5]1. The reactants are OCCCCO, CC(=O)O, CCOC(C)=O, C(=NC1CCCCC1)=NC1CCCCC1, O=C(O)Cn1nnnc1-c1ccsc1. Yields the product O=C(Cn1nnnc1-c1ccsc1)OCCCCO. Reactants: [BH4-], COc1cccc2c1CCN=C2c1ccc(C(F)(F)F)cc1, CO, [Na+], O. Product: COc1cccc2c1CCNC2c1ccc(C(F)(F)F)cc1. As a reaction SMILES: [BH4-:25].[CH3:1][O:2][c:3]1[c:4]2[c:9]([cH:10][cH:11][cH:12]1)[C:8]([c:13]1[cH:14][cH:15][c:16]([C:19]([F:20])([F:21])[F:22])[cH:17][cH:18]1)=[N:7][CH2:6][CH2:5]2.[CH3:23][OH:24].[Na+:26].[OH2:27]>>[CH3:1][O:2][c:3]1[c:4]2[c:9]([cH:10][cH:11][cH:12]1)[CH:8]([c:13]1[cH:14][cH:15][c:16]([C:19]([F:20])([F:21])[F:22])[cH:17][cH:18]1)[NH:7][CH2:6][CH2:5]2.